describe an organic reaction: reactants, conditions, products, and yield From a dataset of the Open Reaction Database (ORD), a public repository of structured organic reaction records. Reactants: COCCNCCOC (bis(2- methoxyethyl)amine), C(=O)(O)[O-].[Na+] (NaHCO3), [N+](=O)([O-])C1=C(C(=O)O)C=CC(=C1)[N+](=O)[O-] (2,4-dinitrobenzoic acid), P(=O)(Cl)(Cl)Cl (phosphorus oxychloride). Solvent: C1(=CC=CC=C1)C (toluene), C(C)N(CC)CC (triethylamine). Reaction conditions: temperature 80 celsius. Yields the product COCCN(C(C1=C(C=C(C=C1)[N+](=O)[O-])[N+](=O)[O-])=O)CCOC (N,N-bis(2-methoxyethyl)-2,4-dinitrobenzamide). Isolated yield 76.6%. As a reaction SMILES: [N+:1]([C:4]1[CH:12]=[C:11]([N+:13]([O-:15])=[O:14])[CH:10]=[CH:9][C:5]=1[C:6]([OH:8])=O)([O-:3])=[O:2].[CH3:16][O:17][CH2:18][CH2:19][NH:20][CH2:21][CH2:22][O:23][CH3:24].P(Cl)(Cl)(Cl)=O.C([O-])(O)=O.[Na+]>C1(C)C=CC=CC=1.C(N(CC)CC)C>[CH3:16][O:17][CH2:18][CH2:19][N:20]([CH2:21][CH2:22][O:23][CH3:24])[C:6](=[O:8])[C:5]1[CH:9]=[CH:10][C:11]([N+:13]([O-:15])=[O:14])=[CH:12][C:4]=1[N+:1]([O-:3])=[O:2] |f:3.4|. Reported procedure: To a slurry of 212.0 g of 2,4-dinitrobenzoic acid in 900 ml of toluene were added with stirring 101.0 g of triethylamine, followed by 159.6 g of bis(2- methoxyethyl)amine. Next 75.7 g of phosphorus oxychloride was added dropwise at such a rate to maintain the reaction temperature below 90° C. The mixture was refluxed for 5 hrs, cooled to 80° C., and poured slowly into 1000 ml of aqueous 5% NaHCO3 solution with stirring. The precipitate was filtered, washed with water and recrystallized from hot ...